This data is from the Open Reaction Database (ORD), a public repository of structured organic reaction records. The task is: describe an organic reaction: reactants, conditions, products, and yield Starting materials: [Br-], O=Cc1cc(F)cc(Br)c1F, C1CCOC1, C[Mg+], CCOCC. Product: CC(O)c1cc(F)cc(Br)c1F. Reaction SMILES: [Br-:17].[Br:1][c:2]1[c:3]([F:11])[c:4]([CH:5]=[O:6])[cH:7][c:8]([F:10])[cH:9]1.[CH2:12]1[O:13][CH2:14][CH2:15][CH2:16]1.[CH3:18][Mg+:19].[CH3:20][CH2:21][O:22][CH2:23][CH3:24]>>[Br:1][c:2]1[c:3]([F:11])[c:4]([CH:5]([OH:6])[CH3:12])[cH:7][c:8]([F:10])[cH:9]1. The reactants are C(C)(C)(C)C=1C(=NN2C(=NN=CC21)C2=C(C=CC(=C2)F)F)OS(=O)(=O)C2=CC=C(C=C2)C (3-tert-Butyl-7-(2,5-difluorophenyl)-2-(p-toluenesulfonyloxy)pyrazolo[1,5-d][1,2,4]triazine), CN1N=CN=C1CO ((2-methyl-2H-[1,2,4]triazol-3-yl)methanol), [H-].[Na+] (sodium hydride). The solvent is CN(C=O)C (N,N-dimethylformamide). Reaction conditions: time 3 hour. Yields the product FC1=C(C=C(C=C1)F)C1=NN=CC=2N1N=C(C2C(C)(C)C)OCC=2N(N=CN2)C (7-(2,5-Difluorophenyl)-3-(1,1-dimethylethyl)-2-(2-methyl-2H-[1,2,4]triazol-3-ylmethoxy)pyrazolo[1,5-d][1,2,4]triazine). RXN SMILES: [C:1]([C:5]1[C:6]([O:22]S(C2C=CC(C)=CC=2)(=O)=O)=[N:7][N:8]2[C:13]=1[CH:12]=[N:11][N:10]=[C:9]2[C:14]1[CH:19]=[C:18]([F:20])[CH:17]=[CH:16][C:15]=1[F:21])([CH3:4])([CH3:3])[CH3:2].[CH3:33][N:34]1[C:38]([CH2:39]O)=[N:37][CH:36]=[N:35]1.[H-].[Na+]>CN(C)C=O>[F:21][C:15]1[CH:16]=[CH:17][C:18]([F:20])=[CH:19][C:14]=1[C:9]1[N:8]2[N:7]=[C:6]([O:22][CH2:39][C:38]3[N:34]([CH3:33])[N:35]=[CH:36][N:37]=3)[C:5]([C:1]([CH3:4])([CH3:2])[CH3:3])=[C:13]2[CH:12]=[N:11][N:10]=1 |f:2.3|. Procedure: The product from Example 21, step e) (0.4 g, 0.0009 mol) and (2-methyl-2H-[1,2,4]triazol-3-yl)methanol (0.12 g, 0.0011 mol) were dissolved in dry N,N-dimethylformamide (10 ml) under nitrogen and sodium hydride (60% wt in oil) (0.035 g, 0.0009 mol) was added. The solution was stirred at room temperature for 3 h after which solvent was removed in vacuo and the residue was purified using silica gel chromatography with 0%→60% ethyl acetate/dichloromethane as eluent. Trituration with isohexane and re... Reactants: ice water, C(CO)O (Ethylene glycol), [OH-].[Na+] (sodium hydroxide), C(C1=CC=CC=C1)Cl (Benzyl chloride). Run in O (water). Run at temperature 120 celsius, time 8 hour. The product is C(C1=CC=CC=C1)OCCO (2-(Benzyloxy)-1-ethanol). RXN SMILES: [CH2:1]([OH:4])[CH2:2][OH:3].[OH-].[Na+].[CH2:7](Cl)[C:8]1[CH:13]=[CH:12][CH:11]=[CH:10][CH:9]=1>O>[CH2:7]([O:3][CH2:2][CH2:1][OH:4])[C:8]1[CH:13]=[CH:12][CH:11]=[CH:10][CH:9]=1 |f:1.2|. Procedure: Ethylene glycol (742.5 g, 11.96 mol) was added to a solution of sodium hydroxide pellets (475.2 g, 11.88 mol) in 450 ml of water kept at 80° C. Benzyl chloride (302.8 g, 2.39 mol) was then added at 65° C., and the resulting suspension was vigorously stirred at 120° C. overnight. After cooling to room temperature, the mixture was poured into ice-water and extracted five times with diethyl ether. The combined organic layers were washed with brine, dried over Na2SO4, filtered and evaporated. The re... Reactants: hydrochloride salt, ClC1=CC(=NC=2N1N=C(N2)C(C)(F)F)C (7-chloro-2-(1,1-difluoroethyl)-5-methyl[1,2,4]triazolo[1,5-a]pyrimidine), FC(C1=CC=C(N)C=C1)(F)F (4-(trifluoromethyl)aniline), N (Ammonia), CO (MeOH). The solvent is C(C)O (ethanol). Reaction conditions: time 1 hour. Product: FC(C)(F)C1=NN2C(N=C(C=C2NC2=CC=C(C=C2)C(F)(F)F)C)=N1 (2-(1,1-difluoroethyl)-5-methyl-N-[4-(trifluoromethyl)phenyl][1,2,4]triazolo[1,5-a]pyrimidin-7-amine). As a reaction SMILES: Cl[C:2]1[N:7]2[N:8]=[C:9]([C:11]([F:14])([F:13])[CH3:12])[N:10]=[C:6]2[N:5]=[C:4]([CH3:15])[CH:3]=1.[F:16][C:17]([F:26])([F:25])[C:18]1[CH:24]=[CH:23][C:21]([NH2:22])=[CH:20][CH:19]=1.N.CO>C(O)C>[F:13][C:11]([C:9]1[N:10]=[C:6]2[N:5]=[C:4]([CH3:15])[CH:3]=[C:2]([NH:22][C:21]3[CH:23]=[CH:24][C:18]([C:17]([F:16])([F:25])[F:26])=[CH:19][CH:20]=3)[N:7]2[N:8]=1)([F:14])[CH3:12]. Procedure details: To a suspension of Intermediate 3 (10 g, 43 mmol) in ethanol (150 mL), 4-(trifluoromethyl)aniline (ALDRICH, 6.93 g, 43 mmol) was added and the mixture was stirred at room temperature for 1 h. 7M Ammonia in MeOH (6.14 mL, 43 mmol) was added to neutralize the hydrochloride salt and solvent was removed in vacuo. The crude mixture was purified by flash chromatography (Si, eluting with Hexane/EtOAc mixtures from 95:5 to 40:60%) to yield the title compound as a yellow solid. The reactants are [H-].[Na+] (NaH), O1C(=CC=C1)[C@H](CCCC)O ((S)-1-(2-furyl)-1-pentanol), BrCC(=O)O (bromoacetic acid), ice water. Solvent: C1CCOC1 (THF), C1CCOC1 (THF), C1CCOC1 (THF). Reaction conditions: temperature 0 celsius. Yields the product O1C(=CC=C1)C(OCC(=O)O)CCCC (4-(2-furyl)-3-oxaoctanoic acid). RXN SMILES: [H-].[Na+].[O:3]1[CH:7]=[CH:6][CH:5]=[C:4]1[C@@H:8]([OH:13])[CH2:9][CH2:10][CH2:11][CH3:12].Br[CH2:15][C:16]([OH:18])=[O:17]>C1COCC1>[O:3]1[CH:7]=[CH:6][CH:5]=[C:4]1[CH:8]([CH2:9][CH2:10][CH2:11][CH3:12])[O:13][CH2:15][C:16]([OH:18])=[O:17] |f:0.1|. Reported procedure: NaH (16.3 g, 680.9 mmol) and freshly distilled THF (170 mL) Were stirred at room temperature as (S)-1-(2-furyl)-1-pentanol ([α]25D -17.2°, 30.0 g, 46.0 mmol) in THF (170 mL) was added dropwise. After the addition was complete, the mixture was stirred for 15 m before cautiously heating to reflux for 1 h. The mixture was cooled to 0° C. before adding dropwise a solution of bromoacetic acid (27.3 g, 196.5 mmol) in THF (40 mL). The mixture was refluxed 2 days before cooling and carefully pouring int... Starting materials: ClC1=CC=C(C#N)C=C1 (4-chlorobenzonitrile), [N+](=O)([O-])C(C(=O)OCC)C(=O)OCC (diethyl nitromalonate). Solvent: CCCCCCCCCCCC (dodecane). Conditions: temperature 150 celsius. Yields the product ClC1=CC=C(C=C1)C1=NC(=NO1)C(=O)OCC (ethyl 5-(4-chlorophenyl)-1,2,4-oxadiazole-3-carboxylate). RXN SMILES: [Cl:1][C:2]1[CH:9]=[CH:8][C:5]([C:6]#[N:7])=[CH:4][CH:3]=1.[N+:10]([CH:13](C(OCC)=O)[C:14]([O:16][CH2:17][CH3:18])=[O:15])([O-])=[O:11]>CCCCCCCCCCCC>[Cl:1][C:2]1[CH:9]=[CH:8][C:5]([C:6]2[O:11][N:10]=[C:13]([C:14]([O:16][CH2:17][CH3:18])=[O:15])[N:7]=2)=[CH:4][CH:3]=1. Procedure: This product was prepared by a modification of the general procedure described in Shimizu, T. et al. Bull.Chem.Soc.Jpn. 1985, 58, 2519. A mixture of 4-chlorobenzonitrile (1.7 g, 12.2 mmol), and diethyl nitromalonate (2.5 g, 12.2 mmol) in dodecane (20 mL) was heated at 150° C. for 15 h. After the reaction was complete, the mixture was allowed to cool to room temperature and was then concentrated in vacuo. The residue was purified by flash chromatography to yield ethyl 5-(4-chlorophenyl)-1,2,4-oxa... Reactants: COc1ccc(C(=O)O)cc1C=Cc1ccc(C(F)(F)F)cc1, NCC(O)CO. The product is COc1ccc(C(=O)NCC(O)CO)cc1C=Cc1ccc(C(F)(F)F)cc1. As a reaction SMILES: [CH3:1][O:2][c:3]1[c:4]([CH:12]=[CH:13][c:14]2[cH:15][cH:16][c:17]([C:20]([F:21])([F:22])[F:23])[cH:18][cH:19]2)[cH:5][c:6]([C:7](=[O:8])[OH:9])[cH:10][cH:11]1.[NH2:24][CH2:25][CH:26]([CH2:27][OH:28])[OH:29]>>[CH3:1][O:2][c:3]1[c:4]([CH:12]=[CH:13][c:14]2[cH:15][cH:16][c:17]([C:20]([F:21])([F:22])[F:23])[cH:18][cH:19]2)[cH:5][c:6]([C:7](=[O:8])[NH:24][CH2:25][CH:26]([CH2:27][OH:28])[OH:29])[cH:10][cH:11]1. Reactants: O=C1O[C@@H]2CC[C@@H]([C@H]1C2)NC(OCC2=CC=CC=C2)=O (benzyl (1R,2S,5R)-7-oxo-6-oxa-bicyclo[3.2.1]octan-2-ylcarbamate), [Li+].[BH4-] (LiBH4). Solvent: C1CCOC1 (THF). Run at time 8 hour. The product is O[C@H]1C[C@H]([C@H](CC1)NC(OCC1=CC=CC=C1)=O)CO (benzyl (1S,2R,4R)-4-hydroxy-2-(hydroxymethyl)cyclohexylcarbamate). Reaction SMILES: [O:1]=[C:2]1[C@@H:8]2[CH2:9][C@@H:4]([CH2:5][CH2:6][C@@H:7]2[NH:10][C:11](=[O:20])[O:12][CH2:13][C:14]2[CH:19]=[CH:18][CH:17]=[CH:16][CH:15]=2)[O:3]1.[Li+].[BH4-]>C1COCC1>[OH:3][C@@H:4]1[CH2:5][CH2:6][C@H:7]([NH:10][C:11](=[O:20])[O:12][CH2:13][C:14]2[CH:19]=[CH:18][CH:17]=[CH:16][CH:15]=2)[C@H:8]([CH2:2][OH:1])[CH2:9]1 |f:1.2|. Reported procedure: A sample of benzyl (1R,2S,5R)-7-oxo-6-oxa-bicyclo[3.2.1]octan-2-ylcarbamate (2.8 g) was dissolved in anhydrous THF prior to the addition of LiBH4 (0.44 g) in one portion. The reaction mixture was stirred at rt overnight. The reaction was quenched with saturated NH4Cl and extracted with EtOAc. The organic layer was washed with brine and dried (MgSO4). Filtered, concentrated and chromatographed to get benzyl (1S,2R,4R)-4-hydroxy-2-(hydroxymethyl)cyclohexylcarbamate as a white foamy solid. Reactants: FC=1C=C(N)C=CC1OC (3-fluoro-4-methoxyaniline), TEA, ClC1=NC=NC(=C1C(=O)Cl)Cl (4,6-Dichloropyrimidine-5-carbonyl chloride). Run in ClCCl (dichloromethane), ClCCl (dichloromethane), ClCCl (dichloromethane). Reaction conditions: time 30 minute. Product: ClC1=NC=NC(=C1C(=O)NC1=CC(=C(C=C1)OC)F)Cl (4,6-Dichloro-N-(3-fluoro-4-methoxyphenyl)pyrimidine-5-carboxamide). Isolated yield 56.0%. RXN SMILES: [Cl:1][C:2]1[C:7]([C:8](Cl)=[O:9])=[C:6]([Cl:11])[N:5]=[CH:4][N:3]=1.[F:12][C:13]1[CH:14]=[C:15]([CH:17]=[CH:18][C:19]=1[O:20][CH3:21])[NH2:16]>ClCCl>[Cl:1][C:2]1[C:7]([C:8]([NH:16][C:15]2[CH:17]=[CH:18][C:19]([O:20][CH3:21])=[C:13]([F:12])[CH:14]=2)=[O:9])=[C:6]([Cl:11])[N:5]=[CH:4][N:3]=1. Procedure details: 4,6-Dichloropyrimidine-5-carbonyl chloride (890 mg, 4.21 mmol, prepared according to E. V. Tarasov et al. Synlett 2000, 5, 625-626) was dissolved in dichloromethane (3 ml) and TEA (587 μl, 4.21 mmol) was added. To this solution, 3-fluoro-4-methoxyaniline (594 mg, 4.21 mmol) dissolved in 3 ml dichloromethane was added dropwise and the mixture was stirred for 30 min. The reaction mixture was then diluted with dichloromethane, washed with 4% sodium bicarbonate solution, dried over magnesium sulphat...